From a dataset of the Open Reaction Database (ORD), a public repository of structured organic reaction records. describe an organic reaction: reactants, conditions, products, and yield The reactants are O=C([O-])[O-], COC(=O)CCCCCSc1ccc(Br)cc1, COCCOC, OB(O)c1ccc(Cl)cc1, [Cs+], [Cs+], O. Product: COC(=O)CCCCCSc1ccc(-c2ccc(Cl)cc2)cc1. As a reaction SMILES: [C:28](=[O:29])([O-:30])[O-:31].[CH3:1][O:2][C:3]([CH2:4][CH2:5][CH2:6][CH2:7][CH2:8][S:9][c:10]1[cH:11][cH:12][c:13]([Br:16])[cH:14][cH:15]1)=[O:17].[CH3:34][O:35][CH2:36][CH2:37][O:38][CH3:39].[Cl:18][c:19]1[cH:20][cH:21][c:22]([B:25]([OH:26])[OH:27])[cH:23][cH:24]1.[Cs+:32].[Cs+:33].[OH2:40]>>[CH3:1][O:2][C:3]([CH2:4][CH2:5][CH2:6][CH2:7][CH2:8][S:9][c:10]1[cH:11][cH:12][c:13](-[c:22]2[cH:21][cH:20][c:19]([Cl:18])[cH:24][cH:23]2)[cH:14][cH:15]1)=[O:17].